describe an organic reaction: reactants, conditions, products, and yield From a dataset of the Open Reaction Database (ORD), a public repository of structured organic reaction records. The reactants are BrCCc1nc(-c2ccccc2)oc1-c1ccccc1, CC1Cc2cc(C(O)(C(F)(F)F)C(F)(F)F)ccc2N1, CN(C)C=O. The product is CC1Cc2cc(C(O)(C(F)(F)F)C(F)(F)F)ccc2N1CCc1nc(-c2ccccc2)oc1-c1ccccc1. As a reaction SMILES: [Br:21][CH2:22][CH2:23][c:24]1[n:25][c:26](-[c:35]2[cH:36][cH:37][cH:38][cH:39][cH:40]2)[o:27][c:28]1-[c:29]1[cH:30][cH:31][cH:32][cH:33][cH:34]1.[F:1][C:2]([C:3]([C:4]([F:5])([F:6])[F:7])([OH:8])[c:9]1[cH:10][c:11]2[c:15]([cH:16][cH:17]1)[NH:14][CH:13]([CH3:18])[CH2:12]2)([F:19])[F:20].[O:41]=[CH:42][N:43]([CH3:44])[CH3:45]>>[F:1][C:2]([C:3]([C:4]([F:5])([F:6])[F:7])([OH:8])[c:9]1[cH:10][c:11]2[c:15]([cH:16][cH:17]1)[N:14]([CH2:22][CH2:23][c:24]1[n:25][c:26](-[c:35]3[cH:36][cH:37][cH:38][cH:39][cH:40]3)[o:27][c:28]1-[c:29]1[cH:30][cH:31][cH:32][cH:33][cH:34]1)[CH:13]([CH3:18])[CH2:12]2)([F:19])[F:20]. Reactants: C(#N)[BH3-].[Na+] (sodium cyanoborohydride), CN1CCNCC1 (1-methylpiperazine), C(C)(=O)O (acetic acid), ClC1=C(C=CC(=C1)Cl)C=1NC(C=2N(C1)N=C(C2)C=O)=O (6-(2,4-Dichlorophenyl)-4-oxo-4,5-dihydropyrazolo[1,5-a]pyrazine-2-carbaldehyde), crude mixture, Cl (hydrochloric acid). Run in CO (methanol). Run at time 15 hour. Yields the product ClC1=C(C=CC(=C1)Cl)C=1NC(C=2N(C1)N=C(C2)CN2CCN(CC2)C)=O (6-(2,4-Dichlorophenyl)-2-[(4-methylpiperazin-1-yl)methyl]pyrazolo[1,5-a]pyrazin-4(5H)-one). Reaction SMILES: [Cl:1][C:2]1[CH:7]=[C:6]([Cl:8])[CH:5]=[CH:4][C:3]=1[C:9]1[NH:10][C:11](=[O:20])[C:12]2[N:13]([N:15]=[C:16]([CH:18]=O)[CH:17]=2)[CH:14]=1.[CH3:21][N:22]1[CH2:27][CH2:26][NH:25][CH2:24][CH2:23]1.C(O)(=O)C.C([BH3-])#N.[Na+].Cl>CO>[Cl:1][C:2]1[CH:7]=[C:6]([Cl:8])[CH:5]=[CH:4][C:3]=1[C:9]1[NH:10][C:11](=[O:20])[C:12]2[N:13]([N:15]=[C:16]([CH2:18][N:25]3[CH2:26][CH2:27][N:22]([CH3:21])[CH2:23][CH2:24]3)[CH:17]=2)[CH:14]=1 |f:3.4|. Procedure: 145 mg (0.32 mmol) of 6-(2,4-dichlorophenyl)-4-oxo-4,5-dihydropyrazolo[1,5-a]pyrazine-2-carbaldehyde (Example 18A) were dissolved in 6 ml of methanol, and 64 mg (0.64 mmol) of 1-methylpiperazine, 4 Å molecular sieve and 58 mg (0.96 mmol) of acetic acid were added. Finally, 40.2 mg (0.64 mmol) of sodium cyanoborohydride were added and the mixture was stirred at RT for 15 h. The crude mixture was acidified with 2N hydrochloric acid and the resulting precipitate was filtered off with suction. This ... The reactants are FC1=CC=C(C=C1)N1N=CC2=CC(=CC=C12)O[C@@H]([C@H](C)N)C1=CC(=CC=C1)OC ((1R,2S)-1-{[1-(4-fluorophenyl)-1H-indazol-5-yl]oxy}-1-(3-methoxyphenyl)propan-2-amine), CN1N=C(C=C1C)C(=O)O (1,5-dimethyl-1H-pyrazole-3-carboxylic acid). Yields the product FC1=CC=C(C=C1)N1N=CC2=CC(=CC=C12)O[C@@H]([C@H](C)NC(=O)C1=NN(C(=C1)C)C)C1=CC(=CC=C1)OC (N-[(1R,2S)-1-[1-(4-fluorophenyl)indazol-5-yl]oxy-1-(3-methoxyphenyl)propan-2-yl]-1,5-dimethyl-pyrazole-3-carboxamide). Procedure details: Prepared as described in Example 269 from (1R,2S)-1-(1-(4-fluorophenyl)-1H-indazol-5-yloxy)-1-(3-methoxyphenyl)propan-2-amine (6a, 50 mg, 0.13 mmol) and 1,5-dimethyl-1H-pyrazole-3-carboxylic acid (21 mg, 0.15 mmol). Reaction SMILES: [F:1][C:2]1[CH:7]=[CH:6][C:5]([N:8]2[C:16]3[C:11](=[CH:12][C:13]([O:17][C@H:18]([C:22]4[CH:27]=[CH:26][CH:25]=[C:24]([O:28][CH3:29])[CH:23]=4)[C@@H:19]([NH2:21])[CH3:20])=[CH:14][CH:15]=3)[CH:10]=[N:9]2)=[CH:4][CH:3]=1.[CH3:30][N:31]1[C:35]([CH3:36])=[CH:34][C:33]([C:37](O)=[O:38])=[N:32]1>>[F:1][C:2]1[CH:3]=[CH:4][C:5]([N:8]2[C:16]3[C:11](=[CH:12][C:13]([O:17][C@H:18]([C:22]4[CH:27]=[CH:26][CH:25]=[C:24]([O:28][CH3:29])[CH:23]=4)[C@@H:19]([NH:21][C:37]([C:33]4[CH:34]=[C:35]([CH3:36])[N:31]([CH3:30])[N:32]=4)=[O:38])[CH3:20])=[CH:14][CH:15]=3)[CH:10]=[N:9]2)=[CH:6][CH:7]=1. The reactants are Cc1nc2cc3c(cc2o1)CCNCC3, COCCOC, O=CCCl. The product is Cc1nc2cc3c(cc2o1)CCN(CCCl)CC3. As a reaction SMILES: [CH3:1][c:2]1[o:3][c:4]2[cH:5][c:6]3[c:7]([cH:13][c:14]2[n:15]1)[CH2:8][CH2:9][NH:10][CH2:11][CH2:12]3.[CH3:20][O:21][CH2:22][CH2:23][O:24][CH3:25].[Cl:16][CH2:17][CH:18]=[O:19]>>[CH3:1][c:2]1[o:3][c:4]2[cH:5][c:6]3[c:7]([cH:13][c:14]2[n:15]1)[CH2:8][CH2:9][N:10]([CH2:18][CH2:17][Cl:16])[CH2:11][CH2:12]3. Reactants: CC(C)(C)ON, CCN=C=NCCCN(C)C, ClCCl, CCCCC(Nc1cc(C)c(F)c(C)c1)C(=O)O, O, On1nnc2ccccc21. Product: CCCCC(Nc1cc(C)c(F)c(C)c1)C(=O)NOC(C)(C)C. Reaction SMILES: [C:19]([CH3:20])([CH3:21])([CH3:22])[O:23][NH2:24].[CH3:35][CH2:36][N:37]=[C:38]=[N:39][CH2:40][CH2:41][CH2:42][N:43]([CH3:44])[CH3:45].[Cl:46][CH2:47][Cl:48].[F:1][c:2]1[c:3]([CH3:18])[cH:4][c:5]([NH:9][CH:10]([C:11](=[O:12])[OH:13])[CH2:14][CH2:15][CH2:16][CH3:17])[cH:6][c:7]1[CH3:8].[OH2:49].[OH:25][n:26]1[c:27]2[c:28]([cH:29][cH:30][cH:31][cH:32]2)[n:33][n:34]1>>[F:1][c:2]1[c:3]([CH3:18])[cH:4][c:5]([NH:9][CH:10]([C:11](=[O:13])[NH:24][O:23][C:19]([CH3:20])([CH3:21])[CH3:22])[CH2:14][CH2:15][CH2:16][CH3:17])[cH:6][c:7]1[CH3:8]. The reactants are C(=O)(OC(C)(C)C)N1[C@H](C(=O)OC)CC(C1)=O (N-(BOC)-4-oxo-(L)-proline, methyl ester), C(C=C)Br (allyl bromide), C1CCOC1 (THF), [Li+].C[Si](C)(C)[N-][Si](C)(C)C (LiHMDS). The solvent is CN1CCCN(C1=O)C (DMPU). Reaction conditions: temperature -78 celsius, time 2 hour. The product is C(=O)(OC(C)(C)C)N1[C@H](C(=O)OC)C(C(C1)=O)(CC=C)CC=C (N-(BOC)-3,3-diallyl-4-oxoproline, methyl ester). Reaction SMILES: [C:1]([N:8]1[CH2:16][C:15](=[O:17])[CH2:14][C@H:9]1[C:10]([O:12][CH3:13])=[O:11])([O:3][C:4]([CH3:7])([CH3:6])[CH3:5])=[O:2].[CH2:18](Br)[CH:19]=[CH2:20].[Li+].C[Si]([N-][Si](C)(C)C)(C)C.[CH2:32]1[CH2:36]OC[CH2:33]1>CN1C(=O)N(C)CCC1>[C:1]([N:8]1[CH2:16][C:15](=[O:17])[C:14]([CH2:36][CH:32]=[CH2:33])([CH2:18][CH:19]=[CH2:20])[C@H:9]1[C:10]([O:12][CH3:13])=[O:11])([O:3][C:4]([CH3:7])([CH3:6])[CH3:5])=[O:2] |f:2.3|. Procedure: To a solution of N-(BOC)-4-oxo-(L)-proline, methyl ester (0.197 g) in 3 mL of THF and 1 mL of DMPU was added 0.28 mL of allyl bromide. The reaction mixture was cooled to −78° C. and 2.0 mL of LiHMDS was dropwise introduced into the reaction. The mixture was stirred at −78° C. for 2 h and then was allowed to warm to rt and stirred under nitrogen overnight. The reaction was quenched with saturated NH4Cl and diluted with water. The mixture was extracted with Et2O (3×). The combined Et2O layers were... Starting materials: ClC(=C)CC1=C(C=CC(=C1)F)O (2-(2-chloro-1-propen-3-yl)-4-fluorophenol), Cl (hydrochloric acid). The solvent is CCOCC (ether). The product is FC=1C=CC2=C(C=C(O2)C)C1 (5-Fluoro-2-methylbenzofuran). Isolated yield 73.7%. As a reaction SMILES: Cl[C:2]([CH2:4][C:5]1[CH:10]=[C:9]([F:11])[CH:8]=[CH:7][C:6]=1[OH:12])=[CH2:3].Cl>CCOCC>[F:11][C:9]1[CH:8]=[CH:7][C:6]2[O:12][C:2]([CH3:3])=[CH:4][C:5]=2[CH:10]=1. Procedure details: According to the procedure of W. K. Anderson, et al., J. Chem. Soc., Perkin, 1, 1 (1976), a mixture of 2-(2-chloro-1-propen-3-yl)-4-fluorophenol (20.9 g, 0.112 mol) and concentrated hydrochloric acid (114 mL) was heated at 85°-89° C. for 24 hours. The mixture was cooled and diluted with ether. The ethereal layer was separated and washed with H2O, 5% KOH, and H2O, dried (MgSO4), and concentrated to give 12.40 g (74%) of product as a brown oil. Reactants: CC(=O)O, C=C[Mg+], O=Cc1coc(Cc2ccc(F)cc2)c1, [Cl-], [Cl-], [NH4+], C1CCOC1. The product is C=CC(O)c1coc(Cc2ccc(F)cc2)c1. As a reaction SMILES: [CH3:22][C:23](=[O:24])[OH:25].[CH:2](=[CH2:3])[Mg+:4].[CH:5](=[O:6])[c:7]1[cH:8][o:9][c:10]([CH2:12][c:13]2[cH:14][cH:15][c:16]([F:19])[cH:17][cH:18]2)[cH:11]1.[Cl-:1].[Cl-:20].[NH4+:21].[O:26]1[CH2:27][CH2:28][CH2:29][CH2:30]1>>[CH:2](=[CH2:3])[CH:5]([OH:6])[c:7]1[cH:8][o:9][c:10]([CH2:12][c:13]2[cH:14][cH:15][c:16]([F:19])[cH:17][cH:18]2)[cH:11]1. The reactants are [N+](=O)([O-])C1=CC=C(C=C1)C1=CC=C(C=C1)C(CC(C(=O)OCC)CCC1=CC=CC=C1)=O (ethyl 4-(4′-nitro-1,1′-biphenyl-4-yl)-4-oxo-2-(2-phenylethyl)butanoate), Cl (hydrochloric acid), aqueous solution. The reagents and catalysts are [Fe] (iron). Solvent: C(C)O (ethanol). The product is NC1=CC=C(C=C1)C1=CC=C(C=C1)C(CC(C(=O)OCC)CCC1=CC=CC=C1)=O (ethyl 4-(4′-amino-1,1′-biphenyl-4-yl)-4-oxo-2-(2-phenylethyl)butanoate). The yield is 95.2%. Reaction SMILES: [N+:1]([C:4]1[CH:9]=[CH:8][C:7]([C:10]2[CH:15]=[CH:14][C:13]([C:16](=[O:32])[CH2:17][CH:18]([CH2:24][CH2:25][C:26]3[CH:31]=[CH:30][CH:29]=[CH:28][CH:27]=3)[C:19]([O:21][CH2:22][CH3:23])=[O:20])=[CH:12][CH:11]=2)=[CH:6][CH:5]=1)([O-])=O.Cl>C(O)C.[Fe]>[NH2:1][C:4]1[CH:5]=[CH:6][C:7]([C:10]2[CH:15]=[CH:14][C:13]([C:16](=[O:32])[CH2:17][CH:18]([CH2:24][CH2:25][C:26]3[CH:27]=[CH:28][CH:29]=[CH:30][CH:31]=3)[C:19]([O:21][CH2:22][CH3:23])=[O:20])=[CH:12][CH:11]=2)=[CH:8][CH:9]=1. Procedure details: To a solution of ethyl 4-(4′-nitro-1,1′-biphenyl-4-yl)-4-oxo-2-(2-phenylethyl)butanoate (5.35 g, 12.4 mmol) in 85% ethanol (160 mL) was added iron powder (6.94 g) followed by a 2 N aqueous solution of hydrochloric acid (6.2 mL). The resulting mixture was refluxed for 2.5 h, filtered through a pad of Celite®, and extracted with ethyl acetate. The combined organic extracts were dried over anhydrous sodium sulfate and concentrated under reduced pressure to afford ethyl 4-(4′-amino-1,1′-biphenyl-4-y...